This data is from the Open Reaction Database (ORD), a public repository of structured organic reaction records. The task is: describe an organic reaction: reactants, conditions, products, and yield Starting materials: COC=1C=NC2=CC=C(C=C2C1)O (3-methoxy-quinolin-6-ol), C(C)(C)(C)OC(NC1CCN(CC1)CCO)=O ([1-(2-hydroxy-ethyl)-piperidin-4-yl]-carbamic acid tert-butyl ester), S1C(=CC=C1)C1=CC(=NO1)C(=O)O (5-thiophen-2-yl-isoxazole-3-carboxylic acid). Product: COC=1C=NC2=CC=C(C=C2C1)OCCN1CCC(CC1)NC(=O)C1=NOC(=C1)C=1SC=CC1 (5-thiophen-2-yl-isoxazole-3-carboxylic acid {1-[2-(3-methoxy-quinolin-6-yloxy)-ethyl]-piperidin-4-yl}-amide). RXN SMILES: [CH3:1][O:2][C:3]1[CH:4]=[N:5][C:6]2[C:11]([CH:12]=1)=[CH:10][C:9]([OH:13])=[CH:8][CH:7]=2.C(O[C:19](=[O:30])[NH:20][CH:21]1[CH2:26][CH2:25][N:24]([CH2:27][CH2:28]O)[CH2:23][CH2:22]1)(C)(C)C.[S:31]1[CH:35]=[CH:34][CH:33]=[C:32]1[C:36]1[O:40][N:39]=[C:38](C(O)=O)[CH:37]=1>>[CH3:1][O:2][C:3]1[CH:4]=[N:5][C:6]2[C:11]([CH:12]=1)=[CH:10][C:9]([O:13][CH2:28][CH2:27][N:24]1[CH2:23][CH2:22][CH:21]([NH:20][C:19]([C:38]3[CH:37]=[C:36]([C:32]4[S:31][CH:35]=[CH:34][CH:33]=4)[O:40][N:39]=3)=[O:30])[CH2:26][CH2:25]1)=[CH:8][CH:7]=2. Reported procedure: The title compound is prepared as a brown solid following Scheme 1 and in analogy to Example 2 using 3-methoxy-quinolin-6-ol, [1-(2-hydroxy-ethyl)-piperidin-4-yl]-carbamic acid tert-butyl ester and 5-thiophen-2-yl-isoxazole-3-carboxylic acid as starting materials. The reactants are C1CCOC1, CN1CCCC1=O, C[Mg+], Cc1cc(-c2nnc(-c3sc(C)c4c3CC3C4C3(C)C)o2)cc(Cl)n1, [I-]. Product: Cc1cc(-c2nnc(-c3sc(C)c4c3CC3C4C3(C)C)o2)cc(C)n1. As a reaction SMILES: [CH2:36]1[O:37][CH2:38][CH2:39][CH2:40]1.[CH3:26][N:27]1[CH2:28][CH2:29][CH2:30][C:31]1=[O:32].[CH3:34][Mg+:35].[Cl:1][c:2]1[n:3][c:4]([CH3:25])[cH:5][c:6](-[c:8]2[o:9][c:10](-[c:13]3[c:14]4[c:18]([c:19]([CH3:21])[s:20]3)[CH:17]3[CH:16]([CH2:15]4)[C:22]3([CH3:23])[CH3:24])[n:11][n:12]2)[cH:7]1.[I-:33]>>[c:2]1([CH3:26])[n:3][c:4]([CH3:25])[cH:5][c:6](-[c:8]2[o:9][c:10](-[c:13]3[c:14]4[c:18]([c:19]([CH3:21])[s:20]3)[CH:17]3[CH:16]([CH2:15]4)[C:22]3([CH3:23])[CH3:24])[n:11][n:12]2)[cH:7]1. Run at temperature 100 celsius, time 48 hour. Procedure: A 10-mL vial was charged with methyl 2-(4-((2-(3-chlorophenyl)-6,7-dihydro-5H-cyclopenta[b]pyridin-4-yl)methyl)phenyl)acetate (0.036 g, 0.09 mmol) and ammonium chloride (0.015 g, 0.27 mmol). To this was added methanol (2 mL) followed by NH3 (4 mL, 7N in methanol, 27.6 mmol). The vial was sealed and the resulting mixture was stirred at 100° C. for 48 hr. After this time, the crude reaction solution concentrated under reduced pressure. The residue was adsorbed onto silica then purified by chromato... Starting materials: ClC=1C=C(C=CC1)C1=CC(=C2C(=N1)CCC2)CC2=CC=C(C=C2)CC(=O)OC (methyl 2-(4-((2-(3-chlorophenyl)-6,7-dihydro-5H-cyclopenta[b]pyridin-4-yl)methyl)phenyl)acetate), [Cl-].[NH4+] (ammonium chloride), N (NH3). Yields the product ClC=1C=C(C=CC1)C1=CC(=C2C(=N1)CCC2)CC2=CC=C(C=C2)CC(=O)N (2-(4-((2-(3-chlorophenyl)-6,7-dihydro-5H-cyclopenta[b]pyridin-4-yl)methyl)phenyl)acetamide). Reaction SMILES: [Cl:1][C:2]1[CH:3]=[C:4]([C:8]2[N:13]=[C:12]3[CH2:14][CH2:15][CH2:16][C:11]3=[C:10]([CH2:17][C:18]3[CH:23]=[CH:22][C:21]([CH2:24][C:25]([O:27]C)=O)=[CH:20][CH:19]=3)[CH:9]=2)[CH:5]=[CH:6][CH:7]=1.[Cl-].[NH4+:30].N>CO>[Cl:1][C:2]1[CH:3]=[C:4]([C:8]2[N:13]=[C:12]3[CH2:14][CH2:15][CH2:16][C:11]3=[C:10]([CH2:17][C:18]3[CH:23]=[CH:22][C:21]([CH2:24][C:25]([NH2:30])=[O:27])=[CH:20][CH:19]=3)[CH:9]=2)[CH:5]=[CH:6][CH:7]=1 |f:1.2|. Yield: 76.7%. The solvent is CO (methanol). The reactants are O (water), ClC1=NC(=CC=C1[N+](=O)[O-])Cl (2,6-dichloro-3-nitropyridine), ClC1=C(CCC=C1Cl)CN ((2,3-dichlorocyclohexa-1,3-dienyl)methanamine), C(=O)([O-])[O-].[K+].[K+] (K2CO3). Solvent: CN(C)C=O (DMF). Run at temperature 80 celsius, time 3 hour. Product: ClC1=CC=C(C(=N1)NCC1=C(C(=CC=C1)Cl)Cl)[N+](=O)[O-] (6-chloro-N-(2,3-dichlorobenzyl)-3-nitropyridin-2-amine). Isolated yield 50.7%. RXN SMILES: Cl[C:2]1[C:7]([N+:8]([O-:10])=[O:9])=[CH:6][CH:5]=[C:4]([Cl:11])[N:3]=1.[Cl:12][C:13]1[C:18]([Cl:19])=[CH:17][CH2:16][CH2:15][C:14]=1[CH2:20][NH2:21].C([O-])([O-])=O.[K+].[K+].O>CN(C=O)C>[Cl:11][C:4]1[N:3]=[C:2]([NH:21][CH2:20][C:14]2[CH:15]=[CH:16][CH:17]=[C:18]([Cl:19])[C:13]=2[Cl:12])[C:7]([N+:8]([O-:10])=[O:9])=[CH:6][CH:5]=1 |f:2.3.4|. Procedure: A mixture of 2,6-dichloro-3-nitropyridine (3.86 g, 20 mmol), (2,3-dichlorocyclohexa-1,3-dienyl)methanamine (3.52 g, 20 mmol) and K2CO3 (4.14 g, 30 mmol) in DMF (100 mL) was stirred at 80° C. for 3 h. It was cooled to room temperature and poured into water (500 mL). It was extracted with EtOAc (300 mL×2). The combined organic layers were washed with brine (300 mL×3), dried over anhydrous Na2SO4, filtered and concentrated in vacuo. The residue was purified by chromatography on silica gel eluted wi...